From a dataset of the Open Reaction Database (ORD), a public repository of structured organic reaction records. describe an organic reaction: reactants, conditions, products, and yield Reactants: ClCC([C@H]1CC[C@H]2[C@@H]3CC[C@H]4C[C@@H]([C@H](C[C@]4(C)[C@H]3C(C[C@]12C)=O)N1CC(OCC1)(C)C)O)=O ((2β,3α,5α)-21-chloro-3-hydroxy-2-(2,2-dimethyl-4-morpholinyl)pregnane-11,20-dione), [N-]=[N+]=[N-].[Na+] (sodium azide), CN(C=O)C (N,N-dimethylformamide). Run in CO (methanol), O (water), O (water). Yields the product N(=[N+]=[N-])CC([C@H]1CC[C@H]2[C@@H]3CC[C@H]4C[C@@H]([C@H](C[C@]4(C)[C@H]3C(C[C@]12C)=O)N1CC(OCC1)(C)C)O)=O ((2β,3α,5α)-21-azido-3-hydroxy-2-(2,2-dimethyl-4-morpholinyl)pregnane-11,20-dione). The yield is 34.7%. Reaction SMILES: Cl[CH2:2][C:3](=[O:33])[C@@H:4]1[C@:21]2([CH3:22])[C@H:7]([C@H:8]3[C@H:18]([C:19](=[O:23])[CH2:20]2)[C@:16]2([CH3:17])[C@H:11]([CH2:12][C@H:13]([OH:32])[C@@H:14]([N:24]4[CH2:29][CH2:28][O:27][C:26]([CH3:31])([CH3:30])[CH2:25]4)[CH2:15]2)[CH2:10][CH2:9]3)[CH2:6][CH2:5]1.[N-:34]=[N+:35]=[N-:36].[Na+].CN(C)C=O>CO.O>[N:34]([CH2:2][C:3](=[O:33])[C@@H:4]1[C@:21]2([CH3:22])[C@H:7]([C@H:8]3[C@H:18]([C:19](=[O:23])[CH2:20]2)[C@:16]2([CH3:17])[C@H:11]([CH2:12][C@H:13]([OH:32])[C@@H:14]([N:24]4[CH2:29][CH2:28][O:27][C:26]([CH3:31])([CH3:30])[CH2:25]4)[CH2:15]2)[CH2:10][CH2:9]3)[CH2:6][CH2:5]1)=[N+:35]=[N-:36] |f:1.2|. Reported procedure: A stirred mixture of (2β,3α,5α)-21-chloro-3-hydroxy-2-(2,2-dimethyl-4-morpholinyl)pregnane-11,20-dione (500 mg), sodium azide (140 mg), N,N-dimethylformamide (1.25 ml) in methanol (10 ml) and water (0.25 ml) was heated under reflux for 2 h, then cooled and poured into water (50 ml). The resulting precipitate was filtered off and dissolved in dichloromethane. After washing the solution with water and drying over sodium sulfate, the solvent was removed under reduced pressure and the residue (422 m... Starting materials: COCOc1cc(OCOC)c(-c2ccc(C=O)o2)c(CC(=O)OC)c1Br, COC(=O)C=C1CCP(c2ccccc2)C1(c1ccccc1)c1ccccc1, Cc1ccccc1. Yields the product COCOc1cc(OCOC)c(-c2ccc(C=CC(=O)OC)o2)c(CC(=O)OC)c1Br. As a reaction SMILES: [Br:29][c:30]1[c:31]([CH2:51][C:52](=[O:53])[O:54][CH3:55])[c:32](-[c:44]2[o:45][c:46]([CH:49]=[O:50])[cH:47][cH:48]2)[c:33]([O:40][CH2:41][O:42][CH3:43])[cH:34][c:35]1[O:36][CH2:37][O:38][CH3:39].[C:1](=[O:2])([O:3][CH3:4])[CH:5]=[C:6]1[CH2:7][CH2:8][P:9]([c:10]2[cH:11][cH:12][cH:13][cH:14][cH:15]2)[C:16]1([c:17]1[cH:18][cH:19][cH:20][cH:21][cH:22]1)[c:23]1[cH:24][cH:25][cH:26][cH:27][cH:28]1.[CH3:56][c:57]1[cH:58][cH:59][cH:60][cH:61][cH:62]1>>[C:1](=[O:2])([O:3][CH3:4])[CH:5]=[CH:49][c:46]1[o:45][c:44](-[c:32]2[c:31]([CH2:51][C:52](=[O:53])[O:54][CH3:55])[c:30]([Br:29])[c:35]([O:36][CH2:37][O:38][CH3:39])[cH:34][c:33]2[O:40][CH2:41][O:42][CH3:43])[cH:48][cH:47]1.